This data is from the Open Reaction Database (ORD), a public repository of structured organic reaction records. The task is: describe an organic reaction: reactants, conditions, products, and yield Starting materials: BrC=1C=CC=2NC3=CC=CC=C3C2C1OC[C@H]1OC1 (3-bromo-4-[(2S)-oxiranylmethoxy]-9H-carbazole), NCC1CCN(CC1)C1=C(C=CC(=C1)OC)S(=O)(=O)N ((4-aminomethyl-1-piperidinyl) 4-methoxybenzenesulfonamide). Product: BrC=1C=CC=2NC3=CC=CC=C3C2C1OC[C@H](CNCC1CCN(CC1)S(=O)(=O)C1=CC=C(C=C1)OC)O ((2S)-1-(3-Bromo-9H-carbazol-4-yloxy)-3-{[1-(4-methoxy-benzenesulfonyl)-piperidin-4-ylmethyl]-amino}-propan-2-ol). The yield is 100.9%. Reaction SMILES: [Br:1][C:2]1[CH:3]=[CH:4][C:5]2[NH:6][C:7]3[C:12]([C:13]=2[C:14]=1[O:15][CH2:16][C@@H:17]1[CH2:19][O:18]1)=[CH:11][CH:10]=[CH:9][CH:8]=3.NCC1CCN([C:28]2[CH:33]=[C:32]([O:34][CH3:35])[CH:31]=[CH:30][C:29]=2[S:36]([NH2:39])(=[O:38])=[O:37])CC1>>[Br:1][C:2]1[CH:3]=[CH:4][C:5]2[NH:6][C:7]3[C:12]([C:13]=2[C:14]=1[O:15][CH2:16][C@@H:17]([OH:18])[CH2:19][NH:6][CH2:5][CH:13]1[CH2:14][CH2:2][N:39]([S:36]([C:29]2[CH:28]=[CH:33][C:32]([O:34][CH3:35])=[CH:31][CH:30]=2)(=[O:37])=[O:38])[CH2:11][CH2:12]1)=[CH:11][CH:10]=[CH:9][CH:8]=3. Reported procedure: Prepared from 3-bromo-4-[(2S)-oxiranylmethoxy]-9H-carbazole (0.083 g, 0.26 mmol) and (4-aminomethyl-1-piperidinyl) 4-methoxybenzenesulfonamide (0.142 g, 0.5 mmol) according to procedure used for Example 2 to give 0.079 g of the title compound as a white solid. Starting materials: ClCCl, COc1ccccc1CCC(=O)NCCOc1ccc(Cl)cc1, O. The product is O=C(CCc1ccccc1O)NCCOc1ccc(Cl)cc1. Reaction SMILES: [CH2:25]([Cl:26])[Cl:27].[Cl:1][c:2]1[cH:3][cH:4][c:5]([O:6][CH2:7][CH2:8][NH:9][C:10]([CH2:11][CH2:12][c:13]2[c:14]([O:19][CH3:20])[cH:15][cH:16][cH:17][cH:18]2)=[O:21])[cH:22][cH:23]1.[OH2:24]>>[Cl:1][c:2]1[cH:3][cH:4][c:5]([O:6][CH2:7][CH2:8][NH:9][C:10]([CH2:11][CH2:12][c:13]2[c:14]([OH:19])[cH:15][cH:16][cH:17][cH:18]2)=[O:21])[cH:22][cH:23]1. The reactants are CCCS(=O)c1cccc(-c2nc(=O)c3ccccc3s2)n1, CCOC(C)=O, O=C(OO)c1cccc(Cl)c1. Yields the product CCCS(=O)(=O)c1cccc(-c2nc(=O)c3ccccc3s2)n1. RXN SMILES: [CH2:12]([CH2:13][CH3:14])[S:15](=[O:16])[c:17]1[cH:18][cH:19][cH:20][c:21](-[c:23]2[s:24][c:25]3[c:26]([c:27](=[O:29])[n:28]2)[cH:30][cH:31][cH:32][cH:33]3)[n:22]1.[CH3:34][CH2:35][O:36][C:37](=[O:38])[CH3:39].[OH:1][O:2][C:3]([c:4]1[cH:5][c:6]([Cl:7])[cH:8][cH:9][cH:10]1)=[O:11]>>[O:1]=[S:15]([CH2:12][CH2:13][CH3:14])(=[O:16])[c:17]1[cH:18][cH:19][cH:20][c:21](-[c:23]2[s:24][c:25]3[c:26]([c:27](=[O:29])[n:28]2)[cH:30][cH:31][cH:32][cH:33]3)[n:22]1. The reactants are BrC1=NC=CC(=C1)C=1C(=NOC1CBr)C1=CC=CC=C1 (2-Bromo-4-(5-bromomethyl-3-phenyl-isoxazol-4-yl)-pyridine), N1CCOCC1 (morpholine), C(=O)([O-])[O-].[K+].[K+] (K2CO3). The solvent is CN(C)C=O (DMF), [Cl-].[Na+].O (brine). Yields the product EtOAc-hexanes, BrC1=NC=CC(=C1)C=1C(=NOC1CN1CCOCC1)C1=CC=CC=C1 (4-(4-(2-Bromo-pyridin-4-yl)-3-phenyl-isoxazol-5-ylmethyl)-morpholine). Isolated yield 94.3%. Reaction SMILES: [Br:1][C:2]1[CH:7]=[C:6]([C:8]2[C:9]([C:15]3[CH:20]=[CH:19][CH:18]=[CH:17][CH:16]=3)=[N:10][O:11][C:12]=2[CH2:13]Br)[CH:5]=[CH:4][N:3]=1.[NH:21]1[CH2:26][CH2:25][O:24][CH2:23][CH2:22]1.C([O-])([O-])=O.[K+].[K+]>CN(C=O)C.[Cl-].[Na+].O>[Br:1][C:2]1[CH:7]=[C:6]([C:8]2[C:9]([C:15]3[CH:20]=[CH:19][CH:18]=[CH:17][CH:16]=3)=[N:10][O:11][C:12]=2[CH2:13][N:21]2[CH2:26][CH2:25][O:24][CH2:23][CH2:22]2)[CH:5]=[CH:4][N:3]=1 |f:2.3.4,6.7.8|. Procedure details: A stirred solution of the above Compound 18a (484 mg, 1.22 mmol), morpholine (0.45 mL, 5.1 mmol) and K2CO3 (340 mg, 2.45 mmol) in anhydrous DMF (2 mL) was warmed to 40° C. for 18 h. The solution was poured into brine (10 ml), extracted with CH2Cl2 (3×15 mL), dried (MgSO4), and filtered. Flash chromatography (SiO2, 50% EtOAc-hexanes) provided the title compound (461 mg, 1.15 mmol, 94%). Reactants: CC(Cl)Cl, O=C(OO)c1cccc(Cl)c1, O=C(O)c1cncc(-c2ccccc2)c1. Product: O=C(O)c1cc(-c2ccccc2)c[n+]([O-])c1. As a reaction SMILES: [Cl:27][CH:28]([Cl:29])[CH3:30].[OH:16][O:17][C:18]([c:19]1[cH:20][c:21]([Cl:22])[cH:23][cH:24][cH:25]1)=[O:26].[c:1]1(-[c:7]2[cH:8][n:9][cH:10][c:11]([C:12](=[O:13])[OH:14])[cH:15]2)[cH:2][cH:3][cH:4][cH:5][cH:6]1>>[c:1]1(-[c:7]2[cH:8][n+:9]([O-:16])[cH:10][c:11]([C:12](=[O:13])[OH:14])[cH:15]2)[cH:2][cH:3][cH:4][cH:5][cH:6]1. Starting materials: O.P(=O)(O)([O-])[O-].[Na+].[Na+] (sodium hydrogen phosphate monohydrate), OO (hydrogen peroxide), Cl(=O)[O-].[Na+] (sodium chlorite), ClC1=C(C(=O)OC)C=CC(=C1C=O)S(=O)(=O)C (methyl 2-chloro-3-formyl-4-methylsulfonylbenzoate), Cl (hydrochloric acid), S(=O)(O)[O-].[Na+] (sodium hydrogen sulfite). Run in O (water), C(C)#N (acetonitrile). Conditions: temperature 5 celsius, time 12 hour. Product: ClC1=C(C(=O)OC)C=CC(=C1C(=O)O)S(=O)(=O)C (methyl 2-chloro-3-hydroxycarbonyl-4-methylsulfonylbenzoate). As a reaction SMILES: O.P([O-])([O-])(O)=O.[Na+].[Na+].OO.Cl([O-])=O.[Na+].[Cl:15][C:16]1[C:25]([CH:26]=[O:27])=[C:24]([S:28]([CH3:31])(=[O:30])=[O:29])[CH:23]=[CH:22][C:17]=1[C:18]([O:20][CH3:21])=[O:19].Cl.S([O-])(O)=[O:34].[Na+]>O.C(#N)C>[Cl:15][C:16]1[C:25]([C:26]([OH:34])=[O:27])=[C:24]([S:28]([CH3:31])(=[O:30])=[O:29])[CH:23]=[CH:22][C:17]=1[C:18]([O:20][CH3:21])=[O:19] |f:0.1.2.3,5.6,9.10|. Reported procedure: 13.8 g (0.11 mol) of sodium hydrogen phosphate monohydrate in 170 ml of water, 49.3 g (0.43 mol) of 30% strength hydrogen peroxide solution and 66.2 g (0.59 mol) of 80% strength aqueous sodium chlorite solution were added in succession at 5° C. to a solution of 115.3 g (0.42 mol) of methyl 2-chloro-3-formyl-4-methylsulfonylbenzoate and 2000 ml of acetonitrile. The reaction solution was subsequently stirred for 1 hour at 5° C. and for 12 hours at room temperature. The pH was then brought to 1 usi... Starting materials: C(C)(C)(C)C1=CC=C(CNCCC2=CC(=C(C=C2)F)C(F)(F)F)C=C1 ((4-tert-butyl-benzyl)-[2-(4-fluoro-3-trifluoromethyl-phenyl)-ethyl]-amine), FC=1C=C2C=CNC2=C(C1F)C(=O)O (5,6-difluoro-1H-indole-7-carboxylic acid), CN(C)C(=[N+](C)C)ON1C2=C(C=CC=C2)N=N1.[B-](F)(F)(F)F (TBTU), C(C)(C)N(C(C)C)CC (N,N-diisopropylethyl amine). Solvent: CN(C)C=O (DMF), O (water), CN(C)C=O (DMF). Reaction conditions: time 5 minute. Yields the product C(C)(C)(C)C1=CC=C(CN(C(=O)C=2C(=C(C=C3C=CNC23)F)F)CCC2=CC(=C(C=C2)F)C(F)(F)F)C=C1 (5,6-Difluoro-1H-indole-7-carboxylic acid (4-tert-butyl-benzyl)-[2-(4-fluoro-3-trifluoromethyl-phenyl)-ethyl]-amide). Yield: 38.8%. As a reaction SMILES: [F:1][C:2]1[CH:3]=[C:4]2[C:8](=[C:9]([C:12]([OH:14])=O)[C:10]=1[F:11])[NH:7][CH:6]=[CH:5]2.CN(C(ON1N=NC2C=CC=CC1=2)=[N+](C)C)C.[B-](F)(F)(F)F.C(N(CC)C(C)C)(C)C.[C:46]([C:50]1[CH:70]=[CH:69][C:53]([CH2:54][NH:55][CH2:56][CH2:57][C:58]2[CH:63]=[CH:62][C:61]([F:64])=[C:60]([C:65]([F:68])([F:67])[F:66])[CH:59]=2)=[CH:52][CH:51]=1)([CH3:49])([CH3:48])[CH3:47]>CN(C=O)C.O>[C:46]([C:50]1[CH:70]=[CH:69][C:53]([CH2:54][N:55]([CH2:56][CH2:57][C:58]2[CH:63]=[CH:62][C:61]([F:64])=[C:60]([C:65]([F:67])([F:68])[F:66])[CH:59]=2)[C:12]([C:9]2[C:10]([F:11])=[C:2]([F:1])[CH:3]=[C:4]3[C:8]=2[NH:7][CH:6]=[CH:5]3)=[O:14])=[CH:52][CH:51]=1)([CH3:49])([CH3:47])[CH3:48] |f:1.2|. Procedure: To a solution of 59 mg (0.3 mmol) of 5,6-difluoro-1H-indole-7-carboxylic acid and 96 mg of TBTU (0.3 mmol) in 3 ml DMF, were added 0.26 ml (1.5 mmol) of N,N-diisopropylethyl amine. After stirring for 5 min at rt, 106 mg (0.3 mmol) of (4-tert-butyl-benzyl)-[2-(4-fluoro-3-trifluoromethyl-phenyl)-ethyl]-amine in 2 ml DMF were added. After stirring for 3 h at rt, the reaction mixture was diluted with 50 ml water and extracted with 2×50 ml EtOAc. The combined organic phases were washed with water and...